Dataset: the Open Reaction Database (ORD), a public repository of structured organic reaction records. Task: describe an organic reaction: reactants, conditions, products, and yield Starting materials: FC(C(=O)O)(F)F.S(=O)(=O)(C1=CC=C(C)C=C1)N[C@@H](CC1=CNC=N1)C(=O)N1[C@H](C(=O)N)CCC1 (tosyl-L-histidyl-L-prolinamide trifluoroacetate), CN1C(=O)C[C@H](NC1=O)C(=O)O (1-methyl-L-4,5-dihydroorotic acid), ON1C(CCC1=O)=O (N-hydroxysuccinimide), C1(CCCCC1)N=C=NC1CCCCC1 (dicyclohexylcarbodiimide). Solvent: C(C)N(CC)CC (triethylamine), CN(C=O)C (dimethylformamide). Conditions: time 80 minute. The product is S(=O)(=O)(C1=CC=C(C)C=C1)N[C@@H](CC1=CNC=N1)C(=O)N1[C@H](C(=O)N)CCC1 (tosyl-L-histidyl-L-prolinamide). RXN SMILES: CN1C(=O)N[C@H](C(O)=O)CC1=O.ON1C(=O)CCC1=O.C1(N=C=NC2CCCCC2)CCCCC1.FC(F)(F)C(O)=O.[S:43]([NH:53][C@H:54]([C:61]([N:63]1[CH2:70][CH2:69][CH2:68][C@H:64]1[C:65]([NH2:67])=[O:66])=[O:62])[CH2:55][C:56]1[N:60]=[CH:59][NH:58][CH:57]=1)([C:46]1[CH:52]=[CH:51][C:49]([CH3:50])=[CH:48][CH:47]=1)(=[O:45])=[O:44]>CN(C)C=O.C(N(CC)CC)C>[S:43]([NH:53][C@H:54]([C:61]([N:63]1[CH2:70][CH2:69][CH2:68][C@H:64]1[C:65]([NH2:67])=[O:66])=[O:62])[CH2:55][C:56]1[N:60]=[CH:59][NH:58][CH:57]=1)([C:46]1[CH:47]=[CH:48][C:49]([CH3:50])=[CH:51][CH:52]=1)(=[O:44])=[O:45] |f:3.4|. Procedure details: 516 mg of 1-methyl-L-4,5-dihydroorotic acid and 345 mg of N-hydroxysuccinimide are dissolved in 9 ml of dimethylformamide, and 680 mg of dicyclohexylcarbodiimide are added thereto at 0° to 5° C. The mixture is stirred at the same temperature for 40 minutes and at room temperature for 80 minutes. 1.6 g of Nim -tosyl-L-histidyl-L-prolinamide trifluoroacetate (Bull. Chem. Soc. Jap., 49, 1595(1976)) and 0.5 ml of triethylamine added to the mixture and stirred at 10° C. for one day. After the reactio...